Dataset: the Open Reaction Database (ORD), a public repository of structured organic reaction records. Task: describe an organic reaction: reactants, conditions, products, and yield The reactants are FC1(OC2=C(O1)C=CC(=C2)C2(CC2)C(=O)Cl)F (1-(2,2-difluorobenzo[d][1,3]dioxol-5-yl)cyclopropanecarbonyl chloride), NC1=NC=C(C(=N1)C=1C=C(C(=O)OC(C)(C)C)C=CC1)C (tert-butyl 3-(2-amino-5-methylpyrimidin-4-yl)benzoate). The solvent is N1=CC=CC=C1 (pyridine). Run at temperature 90 celsius. The product is FC1(OC2=C(O1)C=CC(=C2)C2(CC2)C(=O)NC2=NC=C(C(=N2)C=2C=C(C(=O)OC(C)(C)C)C=CC2)C)F (tert-butyl 3-(2-(1-(2,2-difluorobenzo[d][1,3]dioxol-5-yl)cyclopropanecarboxamido)-5-methylpyrimidin-4-yl)benzoate). RXN SMILES: [F:1][C:2]1([F:17])[O:6][C:5]2[CH:7]=[CH:8][C:9]([C:11]3([C:14](Cl)=[O:15])[CH2:13][CH2:12]3)=[CH:10][C:4]=2[O:3]1.[NH2:18][C:19]1[N:24]=[C:23]([C:25]2[CH:26]=[C:27]([CH:35]=[CH:36][CH:37]=2)[C:28]([O:30][C:31]([CH3:34])([CH3:33])[CH3:32])=[O:29])[C:22]([CH3:38])=[CH:21][N:20]=1>N1C=CC=CC=1>[F:1][C:2]1([F:17])[O:6][C:5]2[CH:7]=[CH:8][C:9]([C:11]3([C:14]([NH:18][C:19]4[N:24]=[C:23]([C:25]5[CH:26]=[C:27]([CH:35]=[CH:36][CH:37]=5)[C:28]([O:30][C:31]([CH3:33])([CH3:34])[CH3:32])=[O:29])[C:22]([CH3:38])=[CH:21][N:20]=4)=[O:15])[CH2:13][CH2:12]3)=[CH:10][C:4]=2[O:3]1. Reported procedure: To 1-(2,2-difluorobenzo[d][1,3]dioxol-5-yl)cyclopropanecarbonyl chloride (91 mg, 0.35 mmol) and tert-butyl 3-(2-amino-5-methylpyrimidin-4-yl)benzoate (50 mg, 0.175 mmol), pyridine (2 mL) was added. The reaction was heated at 90° C. for twenty four hours. The pyridine was evaporated under reduced pressure. The resulting mixture was dissolved in ethyl acetate and filtered. The filtrate was washed with saturated aqueous NaHCO3 (×3). The organic layer was dried over anhydrous Na2SO4 and evaporated u... Reactants: N1N=NC=C1 (1,2,3-triazole), C([O-])([O-])=O.[K+].[K+] (potassium carbonate), [I-].[K+] (potassium iodide), BrCC1=CC=C(C#N)C=C1 (4-bromomethylbenzonitrile). Solvent: CC(=O)C (acetone). Reaction conditions: time 7.5 hour. The product is N1N=NC(=C1)CC1=CC=C(C#N)C=C1 (4-[1-(1,2,3-triazolyl)methyl]-benzonitrile). RXN SMILES: [NH:1]1[CH:5]=[CH:4][N:3]=[N:2]1.C(=O)([O-])[O-].[K+].[K+].[I-].[K+].Br[CH2:15][C:16]1[CH:23]=[CH:22][C:19]([C:20]#[N:21])=[CH:18][CH:17]=1>CC(C)=O>[NH:1]1[CH:5]=[C:4]([CH2:15][C:16]2[CH:23]=[CH:22][C:19]([C:20]#[N:21])=[CH:18][CH:17]=2)[N:3]=[N:2]1 |f:1.2.3,4.5|. Procedure details: 8 g of 1,2,3-triazole, 10.67 g of potassium carbonate and 750 mg of potassium iodide are added in succession to a solution of 15.13 g of 4-bromomethylbenzonitrile in 375 ml of acetone. The reaction mixture is then stirred at 55° for 7.5 hours, and is then cooled and concentrated. The residue is dissolved in CH2Cl2 and washed in succession with water and brine. After drying over sodium sulfate, the solution is concentrated and the resulting crude product is purified by column chromatography (SiO2... Reactants: CO, CO, ClCCl, ClCc1ccc(Cl)cc1, Nc1nc[nH]n1, [Na], CN(C)C=O. Yields the product Nc1ncn(Cc2ccc(Cl)cc2)n1. RXN SMILES: [CH3:17][OH:18].[CH3:24][OH:25].[Cl:26][CH2:27][Cl:28].[Cl:8][c:9]1[cH:10][cH:11][c:12]([CH2:13][Cl:14])[cH:15][cH:16]1.[NH2:2][c:3]1[n:4][nH:5][cH:6][n:7]1.[Na:1].[O:19]=[CH:20][N:21]([CH3:22])[CH3:23]>>[NH2:2][c:3]1[n:4][n:5]([CH2:13][c:12]2[cH:11][cH:10][c:9]([Cl:8])[cH:16][cH:15]2)[cH:6][n:7]1. Starting materials: O (water), ClC1=C(C(=CC(=C1)OCC1=CC=CC=C1)Cl)O (2,6-dichloro-4-(phenylmethoxy)phenol), C([O-])([O-])=O.[K+].[K+] (potassium carbonate), BrCCO (2-bromoethan-1-ol). Run in CN(C)C=O (DMF). Run at time 18 hour. Yields the product ClC1=C(OCCO)C(=CC(=C1)OCC1=CC=CC=C1)Cl (2-[2,6-dichloro-4-(phenylmethoxy)phenoxy]ethan-1-ol). Yield: 97.5%. RXN SMILES: [Cl:1][C:2]1[CH:7]=[C:6]([O:8][CH2:9][C:10]2[CH:15]=[CH:14][CH:13]=[CH:12][CH:11]=2)[CH:5]=[C:4]([Cl:16])[C:3]=1[OH:17].C(=O)([O-])[O-].[K+].[K+].Br[CH2:25][CH2:26][OH:27].O>CN(C=O)C>[Cl:1][C:2]1[CH:7]=[C:6]([O:8][CH2:9][C:10]2[CH:15]=[CH:14][CH:13]=[CH:12][CH:11]=2)[CH:5]=[C:4]([Cl:16])[C:3]=1[O:17][CH2:25][CH2:26][OH:27] |f:1.2.3|. Reported procedure: A stirred solution of 15.0 grams (0.056 mole) of 2,6-dichloro-4-(phenylmethoxy)phenol (known compound) and 15.0 grams (0.109 mole) of potassium carbonate in 200 mL of DMF was cooled to 0-4° C. and 8.4 grams (0.067 mole) of 2-bromoethan-1-ol was slowly added. Upon completion of addition the reaction mixture was allowed to warm to ambient temperature where it was stirred during an 18 hour period. After this time water was added to the reaction mixture, and the mixture was extracted with two 150 mL... Reactants: NCC(CO)O (3-Amino-1,2-propanediol), C[O-].[Na+] (sodium methoxide), C(CCCCCCCCC#CC#CCCCCCCCCCC)(=O)OC (Methyl 10,12-tricosadiynoate). Solvent: CO (methanol), CO (methanol). Product: OC(CNC(CCCCCCCCC#CC#CCCCCCCCCCC)=O)CO (N-(2',3'-Dihydroxypropyl)-10,12-tricosadiynamide). RXN SMILES: [C:1]([O:25]C)(=O)[CH2:2][CH2:3][CH2:4][CH2:5][CH2:6][CH2:7][CH2:8][CH2:9][C:10]#[C:11][C:12]#[C:13][CH2:14][CH2:15][CH2:16][CH2:17][CH2:18][CH2:19][CH2:20][CH2:21][CH2:22][CH3:23].[NH2:27][CH2:28][CH:29]([OH:32])[CH2:30][OH:31].C[O-].[Na+]>CO>[OH:32][CH:29]([CH2:30][OH:31])[CH2:28][NH:27][C:1](=[O:25])[CH2:2][CH2:3][CH2:4][CH2:5][CH2:6][CH2:7][CH2:8][CH2:9][C:10]#[C:11][C:12]#[C:13][CH2:14][CH2:15][CH2:16][CH2:17][CH2:18][CH2:19][CH2:20][CH2:21][CH2:22][CH3:23] |f:2.3|. Reported procedure: Methyl 10,12-tricosadiynoate (1.69 g, 4.67 mmol) was dissolved in methanol. 3-Amino-1,2-propanediol (0.509 g, 5.6 mmol) and sodium methoxide 2.5% solution in methanol (0.146 g, 3 mol %) was added. The mixture was refluxed for 3 hours and the solvent evaporated. The crude product was recrystallized from chloroform. Yield: 1.00 g (51%). 1H NMR (60 MHz, CDCl3): δ 0.7-1.0 (m, 3H, CH3CH2), 1.3 (s, br, 28H, CH2), 2.0-2.4 (m, 6H, CH2), 3.3-3.8 (m, 5H, 2×CH2 +CH (propanediol)), 6.0-6.3 (m, 1H, NH). Starting materials: CC1=C(C(=CC(=C1)C)C)S(=O)(=O)OC1=NC(=NC(=C1CC1=CC=C(C=C1)CC#N)C)N (2-Amino-5-(4-(cyanomethyl)benzyl)-6-methylpyrimidin-4-yl 2,4,6-trimethylbenzenesulfonate), C(CCC)N (butylamine). The solvent is O1CCOCC1 (1,4-dioxane). Run at time 1 hour. Product: NC1=NC(=C(C(=N1)NCCCC)CC1=CC=C(C=C1)CC#N)C (2-(4-((2-Amino-4-(butylamino)-6-methylpyrimidin-5-yl)methyl)phenyl)acetonitrile). Reaction SMILES: CC1C=C(C)C=C(C)C=1S(O[C:14]1[C:19]([CH2:20][C:21]2[CH:26]=[CH:25][C:24]([CH2:27][C:28]#[N:29])=[CH:23][CH:22]=2)=[C:18]([CH3:30])[N:17]=[C:16]([NH2:31])[N:15]=1)(=O)=O.[CH2:32]([NH2:36])[CH2:33][CH2:34][CH3:35]>O1CCOCC1>[NH2:31][C:16]1[N:15]=[C:14]([NH:36][CH2:32][CH2:33][CH2:34][CH3:35])[C:19]([CH2:20][C:21]2[CH:22]=[CH:23][C:24]([CH2:27][C:28]#[N:29])=[CH:25][CH:26]=2)=[C:18]([CH3:30])[N:17]=1. Procedure details: A mixture of the product from step (iv) (0.3 g) and butylamine (1 ml) in 1,4-dioxane (6 ml) was sealed into a microwave tube and the reaction was performed in the CEM Microwave, at 160° C. and 100 W for 1 h. The solvent was evaporated under reduced pressure and the residue used crude in the next step. Reactants: O (Water), [H-].[Na+] (sodium hydride), CC=1C=C(C=CC1C)O (3,4-dimethylphenol), ClC1=NC=NC(=C1)Cl (4,6-dichloropyrimidine). The solvent is CCOC(=O)C (EtOAc), CN(C)C=O (DMF). Reaction conditions: time 10 minute. Yields the product ClC1=NC=NC(=C1)OC1=CC(=C(C=C1)C)C (4-chloro-6-(3,4-dimethyl-phenoxy)-pyrimidine). As a reaction SMILES: [H-].[Na+].[CH3:3][C:4]1[CH:5]=[C:6]([OH:11])[CH:7]=[CH:8][C:9]=1[CH3:10].[Cl:12][C:13]1[CH:18]=[C:17](Cl)[N:16]=[CH:15][N:14]=1.O>CN(C=O)C.CCOC(C)=O>[Cl:12][C:13]1[CH:18]=[C:17]([O:11][C:6]2[CH:7]=[CH:8][C:9]([CH3:10])=[C:4]([CH3:3])[CH:5]=2)[N:16]=[CH:15][N:14]=1 |f:0.1|. Reported procedure: 218 mg (5.00 mmol) sodium hydride (55%, suspension in mineral oil) were added to 617 mg (5.00 mmol) 3,4-dimethylphenol in 10 ml DMF and the mixture was stirred for 10 min at RT. Then 768 mg (5.00 mmol) 4,6-dichloropyrimidine were added and the mixture was stirred for 48 h at RT. Water and EtOAc were added to the reaction mixture, the organic phase was separated off, dried on sodium sulphate, filtered and evaporated down. The residue was dried i. vac.